From a dataset of the Open Reaction Database (ORD), a public repository of structured organic reaction records. describe an organic reaction: reactants, conditions, products, and yield The reactants are CC(C)(C)NS(=O)(=O)C1=C(C=CC=C1)C=C1C(OCC1)=O (N-(1,1-Dimethylethyl)-2-[(2-oxo-tetrahydro-3-furanylidene)methyl]benzenesulfonamide). Solvent: FC(C(=O)O)(F)F (trifluoroacetic acid). Product: O=C1OCCC1=CC1=C(C=CC=C1)S(=O)(=O)N (2-[(2-oxotetrahydro-3-furanylidene)methyl] benzenesulfonamide). Isolated yield 88.8%. Reaction SMILES: CC([NH:5][S:6]([C:9]1[CH:14]=[CH:13][CH:12]=[CH:11][C:10]=1[CH:15]=[C:16]1[CH2:20][CH2:19][O:18][C:17]1=[O:21])(=[O:8])=[O:7])(C)C>FC(F)(F)C(O)=O>[O:21]=[C:17]1[C:16](=[CH:15][C:10]2[CH:11]=[CH:12][CH:13]=[CH:14][C:9]=2[S:6]([NH2:5])(=[O:7])=[O:8])[CH2:20][CH2:19][O:18]1. Procedure details: A solution of 5.0 g (0.016 mol) of the product of Example 2 in 70 mL trifluoroacetic acid was stirred at room temperature overnight and was then evaporated to yield 3.6 g (88%) of the title compound: m.p. 178°-180°; IR (nujol) 3330, 3230, 3220, 1720, 1640, 1340, 1160, cm-1 ; NMR (DMSO-d6, 200 MHz) δ 3.12 (2H, m) 4.36 (2H, t, J=7 Hz), 7.5-7.7 (3H, m), 7.93 (1H, m), 8.07 (1H, m). The reactants are CCO, [Cl-], ClC(Cl)(Cl)Cl, c1ccc(Oc2cccc(C3OCCO3)c2)cc1, O, [NH3+]O, c1ccccc1. Product: ON=Cc1cccc(Oc2ccccc2)c1. RXN SMILES: [CH2:19]([OH:20])[CH3:21].[Cl-:22].[Cl:26][C:27]([Cl:28])([Cl:29])[Cl:30].[O:1]([c:2]1[cH:3][cH:4][cH:5][cH:6][cH:7]1)[c:8]1[cH:9][c:10]([CH:14]2[O:15][CH2:16][CH2:17][O:18]2)[cH:11][cH:12][cH:13]1.[OH2:25].[OH:23][NH3+:24].[cH:31]1[cH:32][cH:33][cH:34][cH:35][cH:36]1>>[O:1]([c:2]1[cH:3][cH:4][cH:5][cH:6][cH:7]1)[c:8]1[cH:9][c:10]([CH:14]=[N:24][OH:23])[cH:11][cH:12][cH:13]1.